This data is from the Open Reaction Database (ORD), a public repository of structured organic reaction records. The task is: describe an organic reaction: reactants, conditions, products, and yield The reactants are [H-].[Na+] (NaH), COC(=O)C1(CN(C(C1O)=O)C1=C(C=CC=C1C)C)CC (1-(2,6-dimethyl-phenyl)-3-ethyl-4-hydroxy-5-oxo-pyrrolidine-3-carboxylic acid methyl ester), [NH4+].[Cl-] (NH4Cl), CI (MeI). Solvent: C1CCOC1 (THF). Reaction conditions: time 5 minute. Product: COC(=O)C1(CN(C(C1OC)=O)C1=C(C=CC=C1C)C)CC (1-(2,6-dimethylphenyl)-3-ethyl-4-methoxy-5-oxo-pyrrolidine-3-carboxylic acid methyl ester). Isolated yield 45.8%. Reaction SMILES: [H-].[Na+].[CH3:3][O:4][C:5]([C:7]1([CH2:22][CH3:23])[CH:11]([OH:12])[C:10](=[O:13])[N:9]([C:14]2[C:19]([CH3:20])=[CH:18][CH:17]=[CH:16][C:15]=2[CH3:21])[CH2:8]1)=[O:6].[CH3:24]I.[NH4+].[Cl-]>C1COCC1>[CH3:3][O:4][C:5]([C:7]1([CH2:22][CH3:23])[CH:11]([O:12][CH3:24])[C:10](=[O:13])[N:9]([C:14]2[C:19]([CH3:20])=[CH:18][CH:17]=[CH:16][C:15]=2[CH3:21])[CH2:8]1)=[O:6] |f:0.1,4.5|. Procedure details: NaH (60% dispersed in mineral oil, 50 mg, ˜2.0 mmol) was added slowly to a cooled (0° C.) solution of 1-(2,6-dimethylphenyl)-3-ethyl-4-hydroxy-5-oxo-pyrrolidine-3-carboxylic acid methyl ester (prepared from step b, 146 mg, 0.5 mmol) in THF (5 mL). After stirring for 5 min, MeI (62.5 μL, 1 mmol) was added and the resulting reaction mixture was slowly warmed to room temperature and stirred further for 12 h. Saturated aqueous NH4Cl solution (10 mL) was added, and the solution was extracted with EtO... Yields the product ClC1=C(CN2C[C@@H]([C@H](C2)C2=CSC=C2)CN2CCC(CC2)COCCCOC(C)=O)C=CC(=C1)Cl (1-(2,4-Dichlorobenzyl)-3-(S)-(4-(3-acetoxypropyloxymethyl) piperidinylmethyl)-4-(S)-(3-thienyl)pyrrolidine). As a reaction SMILES: [Cl:1][C:2]1[CH:31]=[C:30]([Cl:32])[CH:29]=[CH:28][C:3]=1[CH2:4][N:5]1[CH2:9][C@H:8]([C:10]2[CH:14]=[CH:13][S:12][CH:11]=2)[C@@H:7]([CH2:15][N:16]2[CH2:21][CH2:20][CH:19]([CH2:22][O:23][CH2:24][CH2:25][CH2:26][OH:27])[CH2:18][CH2:17]2)[CH2:6]1.[C:33](OC(=O)C)(=[O:35])[CH3:34].N1C=CC=CC=1.C([O-])([O-])=O.[Na+].[Na+]>CN(C1C=CN=CC=1)C.C(Cl)Cl>[Cl:1][C:2]1[CH:31]=[C:30]([Cl:32])[CH:29]=[CH:28][C:3]=1[CH2:4][N:5]1[CH2:9][C@H:8]([C:10]2[CH:14]=[CH:13][S:12][CH:11]=2)[C@@H:7]([CH2:15][N:16]2[CH2:21][CH2:20][CH:19]([CH2:22][O:23][CH2:24][CH2:25][CH2:26][O:27][C:33](=[O:35])[CH3:34])[CH2:18][CH2:17]2)[CH2:6]1 |f:3.4.5|. Reactants: ClC1=C(CN2C[C@@H]([C@H](C2)C2=CSC=C2)CN2CCC(CC2)COCCCO)C=CC(=C1)Cl (1-(2,4-Dichlorobenzyl)-3-(S)-(4-(3-hydroxypropyloxymethyl)piperidinylmethyl)-4-(S)-(3-thienyl)pyrrolidine), C(C)(=O)OC(C)=O (acetic anhydride), N1=CC=CC=C1 (pyridine), C(=O)([O-])[O-].[Na+].[Na+] (Na2CO3). Procedure: A solution of 0.02 g (0.04 mmol) of 1-(2,4-dichlorobenzyl)-3-(S)-(4-(3-hydroxypropyloxymethyl)piperidinylmethyl)-4-(S)-(3-thienyl)pyrrolidine (Example 17), 0.25 mL (0.12 mmol) of acetic anhydride, 0.25 mL (0.3 mmol) of pyridine and a catalytic amount of DMAP in 0.5 mL of CH2Cl2 was stirred at rt for 2 h. TO the reaction mixture was added 10 mL of sat'd Na2CO3 solution and it was extracted with CH2Cl2. The combined organic layers were dried over MgSO4, filtered and the filtrate was concentrated. ... Solvent: C(Cl)Cl (CH2Cl2). The reagents and catalysts are CN(C)C=1C=CN=CC1 (DMAP). Starting materials: FC=1C(=C(C(=C2N=C(OC21)N(CC=2N(N=CN2)CC2=CC=C(C=C2)OC)C)C#N)C)C2=CC=CC=C2 (7-Fluoro-2-[N-[[2-(4-methoxybenzyl)-2-H-[1,2,4]triazol-3-yl]methyl]methylamino]-5-methyl-6-phenyl-1,3-benzoxazole-4-carbonitrile). The solvent is FC(C(=O)O)(F)F (trifluoroacetic acid). Conditions: time 16 hour. The product is FC=1C(=C(C(=C2N=C(OC21)N(CC2=NC=NN2)C)C#N)C)C2=CC=CC=C2 (7-Fluoro-5-methyl-2-[methyl(1H-1,2,4-triazol-5-ylmethyl)amino]-6-phenyl-1,3-benzoxazole-4-carbonitrile). Isolated yield 97.4%. Reaction SMILES: [F:1][C:2]1[C:3]([C:31]2[CH:36]=[CH:35][CH:34]=[CH:33][CH:32]=2)=[C:4]([CH3:30])[C:5]([C:28]#[N:29])=[C:6]2[C:10]=1[O:9][C:8]([N:11]([CH3:27])[CH2:12][C:13]1[N:14](CC3C=CC(OC)=CC=3)[N:15]=[CH:16][N:17]=1)=[N:7]2>FC(F)(F)C(O)=O>[F:1][C:2]1[C:3]([C:31]2[CH:36]=[CH:35][CH:34]=[CH:33][CH:32]=2)=[C:4]([CH3:30])[C:5]([C:28]#[N:29])=[C:6]2[C:10]=1[O:9][C:8]([N:11]([CH3:27])[CH2:12][C:13]1[NH:14][N:15]=[CH:16][N:17]=1)=[N:7]2. Reported procedure: 7-Fluoro-2-[N-[[2-(4-methoxybenzyl)-2-H-[1,2,4]triazol-3-yl]methyl]methylamino]-5-methyl-6-phenyl-1,3-benzoxazole-4-carbonitrile (I-164) (0.33 g, 0.68 mmol) was dissolved in trifluoroacetic acid (5 ml), and stirred at room temperature for 16 hours, then at an external temperature of about 60° C. for 6 hours. The solvent was evaporated away under reduced pressure, then ethyl acetate and aqueous sodium hydrogencarbonate solution were added, and the organic layer was separated. After drying over an... The reactants are C(C)(=O)O (acetic acid), C(#N)CSC1=C(OCC#N)C=CC(=C1)OC (2-cyanomethylthio-4-methoxyphenoxyacetonitrile), C[O-].[Na+] (sodium methoxide). Run in ice, CN(C=O)C (N,N-dimethylformamide). Product: NC=1COC2=C(SC1C#N)C=C(C=C2)OC (3-amino-7-methoxy-2H-1,5-benzoxathiepin-4-carbonitrile). RXN SMILES: [C:1]([CH2:3][S:4][C:5]1[CH:14]=[C:13]([O:15][CH3:16])[CH:12]=[CH:11][C:6]=1[O:7][CH2:8][C:9]#[N:10])#[N:2].C[O-].[Na+].C(O)(=O)C>CN(C)C=O>[NH2:10][C:9]1[CH2:8][O:7][C:6]2[CH:11]=[CH:12][C:13]([O:15][CH3:16])=[CH:14][C:5]=2[S:4][C:3]=1[C:1]#[N:2] |f:1.2|. Procedure: In 120 ml of N,N-dimethylformamide is dissolved 30 g of 2-cyanomethylthio-4-methoxyphenoxyacetonitrile, and 30 g of 28% sodium methoxide is added dropwise to the solution under ice-cooling and under a nitrogen gas stream with stirring, followed by stirring for 2 hours. The reaction mixture is poured in ice-cold water containing 12 g of acetic acid, and the precipitate is collected by filtration, washed with water and recrystallized from chloroform to give colorless prisms of 3-amino-7-methoxy-2H... Yields the product O=C(Cc1cc(F)cc(F)c1)Nn1c(N2CCCC2)nc2ccccc2c1=O. Starting materials: CCOC(C)=O, O=C(Cl)C(=O)Cl, ClCCl, O=C(O)Cc1cc(F)cc(F)c1, Nn1c(N2CCCC2)nc2ccccc2c1=O, CN(C)C=O, c1ccncc1. As a reaction SMILES: [CH3:45][CH2:46][O:47][C:48]([CH3:49])=[O:50].[Cl:13][C:14]([C:15]([Cl:16])=[O:17])=[O:18].[Cl:42][CH2:43][Cl:44].[F:1][c:2]1[cH:3][c:4]([CH2:9][C:10](=[O:11])[OH:12])[cH:5][c:6]([F:8])[cH:7]1.[NH2:25][n:26]1[c:27]([N:37]2[CH2:38][CH2:39][CH2:40][CH2:41]2)[n:28][c:29]2[cH:30][cH:31][cH:32][cH:33][c:34]2[c:35]1=[O:36].[O:51]=[CH:52][N:53]([CH3:54])[CH3:55].[cH:19]1[cH:20][cH:21][n:22][cH:23][cH:24]1>>[F:1][c:2]1[cH:3][c:4]([CH2:9][C:10](=[O:12])[NH:25][n:26]2[c:27]([N:37]3[CH2:38][CH2:39][CH2:40][CH2:41]3)[n:28][c:29]3[cH:30][cH:31][cH:32][cH:33][c:34]3[c:35]2=[O:36])[cH:5][c:6]([F:8])[cH:7]1.